describe an organic reaction: reactants, conditions, products, and yield From a dataset of the Open Reaction Database (ORD), a public repository of structured organic reaction records. Starting materials: ClC1=NC2=C(C=CC=C2C(=C1C)Cl)F (2,4-dichloro-8-fluoro-3-methylquinoline), C(CCC)[Sn](C=1SC=CN1)(CCCC)CCCC (2-tributylstannylthiazole). Reagents/catalysts: C=1C=CC(=CC1)[P](C=2C=CC=CC2)(C=3C=CC=CC3)[Pd]([P](C=4C=CC=CC4)(C=5C=CC=CC5)C=6C=CC=CC6)([P](C=7C=CC=CC7)(C=8C=CC=CC8)C=9C=CC=CC9)[P](C=1C=CC=CC1)(C=1C=CC=CC1)C=1C=CC=CC1 (tetrakis(triphenylphosphine)palladium(0)). The solvent is C1(=CC=CC=C1)C (toluene). Yields the product ClC1=C(C(=NC2=C(C=CC=C12)F)C=1SC=CN1)C (2-(4-Chloro-8-fluoro-3-methylquinolin-2-yl)thiazole). RXN SMILES: Cl[C:2]1[C:11]([CH3:12])=[C:10]([Cl:13])[C:9]2[C:4](=[C:5]([F:14])[CH:6]=[CH:7][CH:8]=2)[N:3]=1.C([Sn](CCCC)(CCCC)[C:20]1[S:21][CH:22]=[CH:23][N:24]=1)CCC>C1(C)C=CC=CC=1.C1C=CC([P]([Pd]([P](C2C=CC=CC=2)(C2C=CC=CC=2)C2C=CC=CC=2)([P](C2C=CC=CC=2)(C2C=CC=CC=2)C2C=CC=CC=2)[P](C2C=CC=CC=2)(C2C=CC=CC=2)C2C=CC=CC=2)(C2C=CC=CC=2)C2C=CC=CC=2)=CC=1>[Cl:13][C:10]1[C:9]2[C:4](=[C:5]([F:14])[CH:6]=[CH:7][CH:8]=2)[N:3]=[C:2]([C:20]2[S:21][CH:22]=[CH:23][N:24]=2)[C:11]=1[CH3:12] |^1:43,45,64,83|. Procedure details: Prepared according to Procedure E using 2,4-dichloro-8-fluoro-3-methylquinoline (250 mg, 1.087 mmol), 2-tributylstannylthiazole (0.34 mL, 1.087 mmol) and tetrakis(triphenylphosphine)palladium(0) (126 mg, 0.109 mmol) in toluene (4 mL) and heating at reflux overnight. After purification 2-(4-chloro-8-fluoro-3-methylquinolin-2-yl)thiazole was obtained. Starting materials: FC=1C=C(C=CC1)CC(C(C(=O)O)O)NC(C1=C(N=CC=C1)N1N=C(C=C1)C1=CC=CC=C1)=O (4-(3-fluorophenyl)-2-hydroxy-3-(2-(3-phenyl-1H-pyrazol-1-yl)nicotinamido)butanoic acid), C1(CC1)N (cyclopropylamine). The product is C1(CC1)NC(C(C(CC1=CC(=CC=C1)F)NC(C1=C(N=CC=C1)N1N=C(C=C1)C1=CC=CC=C1)=O)O)=O (N-(4-(Cyclopropylamino)-1-(3-fluorophenyl)-3-hydroxy-4-oxobutan-2-yl)-2-(3-phenyl-1H-pyrazol-1-yl)nicotinamide). RXN SMILES: [F:1][C:2]1[CH:3]=[C:4]([CH2:8][CH:9]([NH:15][C:16](=[O:34])[C:17]2[CH:22]=[CH:21][CH:20]=[N:19][C:18]=2[N:23]2[CH:27]=[CH:26][C:25]([C:28]3[CH:33]=[CH:32][CH:31]=[CH:30][CH:29]=3)=[N:24]2)[CH:10]([OH:14])[C:11]([OH:13])=O)[CH:5]=[CH:6][CH:7]=1.[CH:35]1([NH2:38])[CH2:37][CH2:36]1>>[CH:35]1([NH:38][C:11](=[O:13])[CH:10]([OH:14])[CH:9]([NH:15][C:16](=[O:34])[C:17]2[CH:22]=[CH:21][CH:20]=[N:19][C:18]=2[N:23]2[CH:27]=[CH:26][C:25]([C:28]3[CH:29]=[CH:30][CH:31]=[CH:32][CH:33]=3)=[N:24]2)[CH2:8][C:4]2[CH:5]=[CH:6][CH:7]=[C:2]([F:1])[CH:3]=2)[CH2:37][CH2:36]1. Reported procedure: The reaction was carried out in analogy to reaction step 1.3 by reacting 4-(3-fluorophenyl)-2-hydroxy-3-(2-(3-phenyl-1H-pyrazol-1-yl)nicotinamido)butanoic acid with cyclopropylamine; ESI-MS [M+H]+: 500.2. The reactants are P(=O)(Cl)(Cl)Cl (phosphorus oxychloride), CC=1C=CC(=C(C(=O)O)C1)N1C=CC=C1 (5-methyl-2-pyrrol-1-ylbenzoic acid), O (water). Run in CN(C=O)C (dimethylformamide), CN(C=O)C (dimethylformamide). Yields the product CC1=CC=2C(C=3N(C2C=C1)C=CC3)=O (7-Methylpyrrolo[1,2-a]indol-9-one). The yield is 35.0%. Reaction SMILES: P(Cl)(Cl)(Cl)=O.[CH3:6][C:7]1[CH:8]=[CH:9][C:10]([N:16]2[CH:20]=[CH:19][CH:18]=[CH:17]2)=[C:11]([CH:15]=1)[C:12]([OH:14])=O.O>CN(C)C=O>[CH3:6][C:7]1[CH:8]=[CH:9][C:10]2[N:16]3[CH:20]=[CH:19][CH:18]=[C:17]3[C:12](=[O:14])[C:11]=2[CH:15]=1. Reported procedure: At 0° C., add 1.36 ml (14.9 mmol) of phosphorus oxychloride to 1.14 ml (14.9 mmol) of dimethylformamide, then add a solution of 3 g (14.9 mmol) of 5-methyl-2-pyrrol-1-ylbenzoic acid (Preparation 25) in 30 ml of dimethylformamide. After one night's stirring at room temperature, hydrolyse the reaction mixture by pouring into 50 ml of water, extract with 200 ml of diethyl ether, and wash the ethereal phase in succession with water, a saturated aqueous hydrogen carbonate solution and then water. Aft... Reactants: COc1cc(Br)c(F)cc1O, CC(=O)[O-], ClCCl, OB(O)c1ccccc1. Product: COc1cc(Br)c(F)cc1Oc1ccccc1. RXN SMILES: [Br:1][c:2]1[cH:3][c:4]([O:10][CH3:11])[c:5]([OH:9])[cH:6][c:7]1[F:8].[CH3:21][C:22](=[O:23])[O-:24].[Cl:25][CH2:26][Cl:27].[OH:12][B:13]([OH:14])[c:15]1[cH:16][cH:17][cH:18][cH:19][cH:20]1>>[Br:1][c:2]1[cH:3][c:4]([O:10][CH3:11])[c:5]([O:9][c:15]2[cH:16][cH:17][cH:18][cH:19][cH:20]2)[cH:6][c:7]1[F:8].